This data is from the Open Reaction Database (ORD), a public repository of structured organic reaction records. The task is: describe an organic reaction: reactants, conditions, products, and yield The reactants are ClC1=CC=C(C=N1)C(=O)N1CC=2N(CC3=C1C=CC=C3)C=CC2 (10-[(6-chloro-3-pyridinyl)carbonyl]-10,11-dihydro-5H-pyrrolo[2,1-c][1,4]benzodiazepine), CC(CN)C (2-methylpropylamine), CC1CN1C(=O)N(C)C (N,N-dimethylpropyleneurea). Run in N1=CC=CC=C1 (pyridine). Reaction conditions: temperature 100 celsius. Product: CC(CNC1=CC=C(C=N1)C(=O)N1CC=2N(CC3=C1C=CC=C3)C=CC2)C (10-[[6-[(2-Methylpropyl)amino]-3-pyridinyl]carbonyl]-10,11-dihydro-5H-pyrrolo[2,1-c][1,4]benzodiazepine). RXN SMILES: Cl[C:2]1[N:7]=[CH:6][C:5]([C:8]([N:10]2[C:16]3[CH:17]=[CH:18][CH:19]=[CH:20][C:15]=3[CH2:14][N:13]3[CH:21]=[CH:22][CH:23]=[C:12]3[CH2:11]2)=[O:9])=[CH:4][CH:3]=1.[CH3:24][CH:25]([CH3:28])[CH2:26][NH2:27].CC1N(C(N(C)C)=O)C1>N1C=CC=CC=1>[CH3:24][CH:25]([CH3:28])[CH2:26][NH:27][C:2]1[N:7]=[CH:6][C:5]([C:8]([N:10]2[C:16]3[CH:17]=[CH:18][CH:19]=[CH:20][C:15]=3[CH2:14][N:13]3[CH:21]=[CH:22][CH:23]=[C:12]3[CH2:11]2)=[O:9])=[CH:4][CH:3]=1. Procedure details: A mixture of 0.16 g of 10-[(6-chloro-3-pyridinyl)carbonyl]-10,11-dihydro-5H-pyrrolo[2,1-c][1,4]benzodiazepine, 40 mg of pyridine and 2 ml of 2-methylpropylamine is stirred and heated at 100° C. in a sealed vessel for 1 hour. To the mixture is added 0.2 ml of N,N-dimethylpropyleneurea and the mixture is heated at 110° C. for 7 hours. The volatiles are removed under vacuum and 10 ml of 0.5N NaOH is added to the residue. The mixture is filtered and the solid washed with water and then hexane. The s... Reactants: CC(=O)O[BH-](OC(C)=O)OC(C)=O, CCC(NC1CCCCC1)c1nn2cccc2c(=O)n1Cc1ccccc1, ClCCCl, [Na+], O=CCCNC(=O)OCC1c2ccccc2-c2ccccc21. Product: CCC(c1nn2cccc2c(=O)n1Cc1ccccc1)N(CCCNC(=O)OCC1c2ccccc2-c2ccccc21)C1CCCCC1. Reaction SMILES: [C:50]([O:51][BH-:52]([O:53][C:54](=[O:55])[CH3:56])[O:57][C:58](=[O:59])[CH3:60])(=[O:61])[CH3:62].[CH2:1]([c:2]1[cH:3][cH:4][cH:5][cH:6][cH:7]1)[n:8]1[c:9]([CH:18]([CH2:19][CH3:20])[NH:21][CH:22]2[CH2:23][CH2:24][CH2:25][CH2:26][CH2:27]2)[n:10][n:11]2[c:12]([c:13]1=[O:14])[cH:15][cH:16][cH:17]2.[Cl:64][CH2:65][CH2:66][Cl:67].[Na+:63].[cH:28]1[cH:29][cH:30][cH:31][c:32]2[c:40]1[CH:39]([CH2:41][O:42][C:43]([NH:44][CH2:45][CH2:46][CH:47]=[O:48])=[O:49])[c:38]1[c:33]-2[cH:34][cH:35][cH:36][cH:37]1>>[CH2:1]([c:2]1[cH:3][cH:4][cH:5][cH:6][cH:7]1)[n:8]1[c:9]([CH:18]([CH2:19][CH3:20])[N:21]([CH:22]2[CH2:23][CH2:24][CH2:25][CH2:26][CH2:27]2)[CH2:47][CH2:46][CH2:45][NH:44][C:43]([O:42][CH2:41][CH:39]2[c:38]3[c:33]([cH:34][cH:35][cH:36][cH:37]3)-[c:32]3[cH:31][cH:30][cH:29][cH:28][c:40]32)=[O:49])[n:10][n:11]2[c:12]([c:13]1=[O:14])[cH:15][cH:16][cH:17]2. The reactants are FC(C=1C=C(C(=O)N2CCC3(C(NCN3C3=C(C=CC=C3)Cl)=O)CC2)C=C(C1)C(F)(F)F)(F)F (8-(3,5-Bis-trifluoromethyl-benzoyl)-1-(2-chloro-phenyl)-1,3,8-triaza-spiro[4.5]decan-4-one), O (Water), [H-].[Na+] (sodium hydride), CI (methyliodide). Reaction SMILES: [F:1][C:2]([F:34])([F:33])[C:3]1[CH:4]=[C:5]([CH:26]=[C:27]([C:29]([F:32])([F:31])[F:30])[CH:28]=1)[C:6]([N:8]1[CH2:25][CH2:24][C:11]2([N:15]([C:16]3[CH:21]=[CH:20][CH:19]=[CH:18][C:17]=3[Cl:22])[CH2:14][NH:13][C:12]2=[O:23])[CH2:10][CH2:9]1)=[O:7].[H-].[Na+].[CH3:37]I.O>COCCOC>[F:32][C:29]([F:31])([F:30])[C:27]1[CH:26]=[C:5]([CH:4]=[C:3]([C:2]([F:1])([F:33])[F:34])[CH:28]=1)[C:6]([N:8]1[CH2:9][CH2:10][C:11]2([N:15]([C:16]3[CH:21]=[CH:20][CH:19]=[CH:18][C:17]=3[Cl:22])[CH2:14][N:13]([CH3:37])[C:12]2=[O:23])[CH2:24][CH2:25]1)=[O:7] |f:1.2|. Yields the product FC(C=1C=C(C(=O)N2CCC3(C(N(CN3C3=C(C=CC=C3)Cl)C)=O)CC2)C=C(C1)C(F)(F)F)(F)F (8-(3,5-Bis-trifluoromethyl-benzoyl)-1-(2-chloro-phenyl)-3-methyl-1,3,8-triaza-spiro[4.5]decan-4-one). Conditions: time 8 hour. Reported procedure: 8-(3,5-Bis-trifluoromethyl-benzoyl)-1-(2-chloro-phenyl)-1,3,8-triaza-spiro[4.5]decan-4-one (253 mg) was suspended in 1,2-dimethoxyethane (3 mL) and sodium hydride (24 mg, 60%) was added with stirring at room temperature. After 15 minutes methyliodide (78 mg) was added and stirring was continued overnight at room temperature. Water was added and the mixture was extracted with ethylacetate. Organic phases were pooled, dried with Na2SO4 and the solvent was evaporated. Chromatography on silica gel (... Yield: 58.5%. The solvent is COCCOC (1,2-dimethoxyethane).